This data is from the Open Reaction Database (ORD), a public repository of structured organic reaction records. The task is: describe an organic reaction: reactants, conditions, products, and yield Run at time 2 hour. As a reaction SMILES: [CH3:1][C:2]1[CH2:3][C:4]2[C:9]([CH:10]=1)=[CH:8][CH:7]=[CH:6][CH:5]=2.[CH2:11]([Li])[CH2:12][CH2:13][CH3:14].C1C2C(=CC=CC=2)C=C1.CCOCC.ClCC[N:33]1CC[O:36][CH2:35][CH2:34]1.[Cl-].[NH4+]>CCOCC.CCCCCC>[CH3:1][C:2]1[CH2:10][C:9]2[C:4]([C:3]=1[N:33]1[CH2:34][CH2:35][O:36][CH:12]([CH2:13][CH3:14])[CH2:11]1)=[CH:5][CH:6]=[CH:7][CH:8]=2 |f:2.3,5.6|. The yield is 53.2%. Starting materials: ClCCN1CCOCC1 (N-(2-chloroethyl)morpholine), CC=1CC2=CC=CC=C2C1 (2-methylindene), [Cl-].[NH4+] (ammonium chloride), C(CCC)[Li] (n-butyl lithium), C1C=CC2=CC=CC=C12.CCOCC (indene ether). The solvent is CCOCC (ether), CCCCCC (hexane), CCOCC (ether). Reported procedure: 16.4 g (0.126 mol) 2-methylindene was taken up in 150 ml dry ether under nitrogen atmosphere. A solution of 9.6 g (0.15 mol) n-butyl lithium (2.1 M) in hexane (62 ml) was added dropwise to the indene/ether solution. The resulting solution was stirred at room temperature for 2 hours and a solution of 3.5 g (0.18 mol) N-(2-chloroethyl)morpholine in 100 ml ether was added and stirred overnight. Saturated solution of ammonium chloride was added to the reaction mixture and the ether layer was extract... Product: CC=1CC2=CC=CC=C2C1N1CC(OCC1)CC (2-methyl-3-(2-ethyl N-morpholinyl)indene). The reactants are C(C)OC(=O)C1=CN2C(CC(C3=C2C(C1=O)=CC(=C3N3CC(N(CC3)C)C)F)=O)C (9-fluoro-5-methyl-8-(3,4-dimethyl-1-piperazinyl)-6,7-dihydro-1,7-dioxo-1H,5H-benzo-[ij]quinolizine-2-carboxylic acid ethyl ester), Cl (hydrochloric acid), aqueous solution, [OH-].[Na+] (sodium hydroxide). Solvent: C(C)O (ethanol). Reaction conditions: time 3 hour. Yields the product O.Cl.FC1=C(C=2C(CC(N3C=C(C(C(C23)=C1)=O)C(=O)O)C)=O)N1CC(N(CC1)C)C (9-fluoro-5-methyl-8-(3,4-dimethyl-1-piperazinyl)-6,7-dihydro-1,7-dioxo-1H,5H-benzo[ij]quinolizine-2-carboxylic acid hydrochloride monohydrate). Isolated yield 73.2%. Reaction SMILES: C([O:3][C:4]([C:6]1[C:15](=[O:16])[C:14]2=[CH:17][C:18]([F:28])=[C:19]([N:20]3[CH2:25][CH2:24][N:23]([CH3:26])[CH:22]([CH3:27])[CH2:21]3)[C:12]3=[C:13]2[N:8]([CH:9]([CH3:30])[CH2:10][C:11]3=[O:29])[CH:7]=1)=[O:5])C.[OH-].[Na+].[ClH:33]>C(O)C>[OH2:3].[ClH:33].[F:28][C:18]1[CH:17]=[C:14]2[C:13]3[N:8]([CH:7]=[C:6]([C:4]([OH:5])=[O:3])[C:15]2=[O:16])[CH:9]([CH3:30])[CH2:10][C:11](=[O:29])[C:12]=3[C:19]=1[N:20]1[CH2:25][CH2:24][N:23]([CH3:26])[CH:22]([CH3:27])[CH2:21]1 |f:1.2,5.6.7|. Reported procedure: 2.08 g (0.005 mole) of 9-fluoro-5-methyl-8-(3,4-dimethyl-1-piperazinyl)-6,7-dihydro-1,7-dioxo-1H,5H-benzo-[ij]quinolizine-2-carboxylic acid ethyl ester was suspended in 5 ml of ethanol, 30 ml of a 2N aqueous solution of sodium hydroxide was added thereto, and this mixture was stirred at 15°-20° C. for 3 hours to hydrolyze the starting material. The resulting reaction solution was adjusted to pH 1 by the addition of concentrated hydrochloric acid under cooling with ice. The crystals which separat... Reactants: N1(CCOCC1)CCCN (3-(4-Morpholinyl)propylamine), ClC=1N=[N+](C2=C(N1)C=C1CCCOC1=C2)[O-] (3-Chloro-7,8-dihydro-6H-chromeno[6,7-e][1,2,4]triazine 1-Oxide). The solvent is COCCOC (DME). The product is N1(CCOCC1)CCCNC=1N=[N+](C2=C(N1)C=C1CCCOC1=C2)[O-] (N-[3-(4-Morpholinyl)propyl]-7,8-dihydro-6H-chromeno[6,7-e][1,2,4]triazin-3-amine 1-Oxide). Yield: 93.0%. Reaction SMILES: [N:1]1([CH2:7][CH2:8][CH2:9][NH2:10])[CH2:6][CH2:5][O:4][CH2:3][CH2:2]1.Cl[C:12]1[N:13]=[N+:14]([O-:26])[C:15]2[CH:25]=[C:24]3[C:19]([CH2:20][CH2:21][CH2:22][O:23]3)=[CH:18][C:16]=2[N:17]=1>COCCOC>[N:1]1([CH2:7][CH2:8][CH2:9][NH:10][C:12]2[N:13]=[N+:14]([O-:26])[C:15]3[CH:25]=[C:24]4[C:19]([CH2:20][CH2:21][CH2:22][O:23]4)=[CH:18][C:16]=3[N:17]=2)[CH2:6][CH2:5][O:4][CH2:3][CH2:2]1. Procedure details: 3-(4-Morpholinyl)propylamine (0.71 mL, 4.8 mmol) was added to a stirred solution of chloride 240 (380 mg, 1.6 mmol) in DME (40 mL) and the solution stirred at reflux temperature for 4 h. The solvent was evaporated and the residue partitioned between DCM (100 mL) and dilute aqueous NH3 solution (50 mL). The organic fraction was dried and the solvent evaporated. The residue was purified by chromatography, eluting with a gradient (0-10%) of MeOH/DCM, to give 1-oxide 243 (514 mg, 93%) as a yellow so... Starting materials: C(=O)(O)[O-].[Na+] (NaHCO3), N-succinimidyl ferulate, Br.OC=1C=C(CN)C=CC1O (3,4-dihydroxybenzylamine hydrobromide), O1CCOCC1 (1,4-dioxane). Solvent: O (water). Run at temperature 70 celsius, time 2.75 hour. Product: OC=1C=C(CNC(\C=C\C2=CC(=C(C=C2)O)OC)=O)C=CC1O (N-(3,4-Dihydroxybenzyl)-4-hydroxy-3-methoxy-E-cinnamamide). Reaction SMILES: Br.[OH:2][C:3]1[CH:4]=[C:5]([CH:8]=[CH:9][C:10]=1[OH:11])[CH2:6][NH2:7].[O:12]1[CH2:17][CH2:16][O:15][CH2:14]C1.[C:18]([O-:21])(O)=O.[Na+]>O>[OH:2][C:3]1[CH:4]=[C:5]([CH:8]=[CH:9][C:10]=1[OH:11])[CH2:6][NH:7][C:18](=[O:21])/[CH:9]=[CH:8]/[C:5]1[CH:4]=[CH:3][C:17]([OH:12])=[C:16]([O:15][CH3:14])[CH:6]=1 |f:0.1,3.4|. Procedure details: N-succinimidyl ferulate (503 mg, 1.73 mmol) and 3,4-dihydroxybenzylamine hydrobromide (402 mg, 1.83 mmol) were dissolved in water (10 ml) and 1,4-dioxane (10 ml) under nitrogen. After NaHCO3 (160 mg, 1.90 mmol) had been added, the solution was stirred for 2.5-3 h at about 70° C. and left to cool. The mixture was extracted with ethyl acetate, the combined organic phases were washed with hydrochloric acid (10%), water and saturated aqueous NaCl solution, dried over Na2SO4 and filtered, and the fil... The reactants are S(=O)(=O)([O-])C1=CC=C(C)C=C1 (tosylate), O.C(\C=C/C(=O)O)(=O)O.C(#N)C=1C(=NSC1SC)OCC(CNC(C)(C)C)O.C(#N)C=1C(=NSC1SC)OCC(CNC(C)(C)C)O.C(\C=C/C(=O)O)(=O)O (4-Cyano-3-(3tert. butylamino-2-hydroxypropoxy)-5-methylthioisothiazole hydrogen maleate salt hemihydrate), C(#N)C=1C(=NSC1SC)O (4-cyano-3-hydroxy-5-methylthioisothiazole), [H-].[Na+] (NaH). Run in CN(C)C=O (DMF), O (H2O), CN(C)C=O (DMF). Reaction conditions: time 15 minute. The product is O.C(\C=C/C(=O)O)(=O)O.C(#N)C=1C(=NSC1SC)OCC(CNC(C)(C)C)O.C(#N)C=1C(=NSC1SC)OCC(CNC(C)(C)C)O.C(\C=C/C(=O)O)(=O)O (4-Cyano-3-(3tert. butylamino-2-hydroxypropoxy)-5-methylthioisothiazole hydrogen maleate salt hemihydrate), C(#N)C=1C(=NSC1SC)OCC(CNC(C)(C)C)O (4-cyano-3-(tert.-butylamino-2-hydroxypropoxy)-5-methylthioisothiazole), O.C(\C=C/C(=O)O)(=O)O.CSC1=CC=NS1.CSC1=CC=NS1.C(\C=C/C(=O)O)(=O)O (5-methylthioisothiazole hydrogen maleate salt hemihydrate). The yield is 42.0%. Reaction SMILES: C([C:3]1[C:4]([OH:10])=[N:5][S:6][C:7]=1[S:8][CH3:9])#N.[H-].[Na+].S(C1C=CC(C)=CC=1)([O-])(=O)=[O:14].O.[C:25]([OH:32])(=[O:31])/[CH:26]=[CH:27]\[C:28]([OH:30])=[O:29].[C:33]([C:35]1[C:36]([O:42][CH2:43][CH:44]([OH:51])[CH2:45][NH:46][C:47]([CH3:50])([CH3:49])[CH3:48])=[N:37][S:38][C:39]=1[S:40][CH3:41])#[N:34].[C:52]([C:54]1[C:55]([O:61][CH2:62][CH:63]([OH:70])[CH2:64][NH:65][C:66]([CH3:69])([CH3:68])[CH3:67])=[N:56][S:57][C:58]=1[S:59][CH3:60])#[N:53].[C:71]([OH:78])(=[O:77])/[CH:72]=[CH:73]\[C:74]([OH:76])=[O:75]>CN(C=O)C.O>[OH2:10].[C:25]([OH:32])(=[O:31])/[CH:26]=[CH:27]\[C:28]([OH:30])=[O:29].[C:33]([C:35]1[C:36]([O:42][CH2:43][CH:44]([OH:51])[CH2:45][NH:46][C:47]([CH3:49])([CH3:48])[CH3:50])=[N:37][S:38][C:39]=1[S:40][CH3:41])#[N:34].[C:52]([C:54]1[C:55]([O:61][CH2:62][CH:63]([OH:70])[CH2:64][NH:65][C:66]([CH3:68])([CH3:67])[CH3:69])=[N:56][S:57][C:58]=1[S:59][CH3:60])#[N:53].[C:71]([OH:78])(=[O:77])/[CH:72]=[CH:73]\[C:74]([OH:76])=[O:75].[C:33]([C:35]1[C:36]([O:42][CH2:43][CH:44]([OH:51])[CH2:45][NH:46][C:47]([CH3:49])([CH3:48])[CH3:50])=[N:37][S:38][C:39]=1[S:40][CH3:41])#[N:34].[OH2:14].[C:25]([OH:32])(=[O:31])/[CH:26]=[CH:27]\[C:28]([OH:30])=[O:29].[CH3:9][S:8][C:7]1[S:6][N:5]=[CH:4][CH:3]=1.[CH3:9][S:8][C:7]1[S:6][N:5]=[CH:4][CH:3]=1.[C:25]([OH:32])(=[O:31])/[CH:26]=[CH:27]\[C:28]([OH:30])=[O:29] |f:1.2,4.5.6.7.8,11.12.13.14.15,17.18.19.20.21|. Procedure details: Into a dry flask under N2 is added 4-cyano-3-hydroxy-5-methylthioisothiazole (8.6 g., 0.05 m.), DMF (120 ml.) and NaH (50% mineral oil, 2.5 g., 0.052 m.). After stirring at room temperature for 15 minutes, the tosylate of (S) 2-phenyl-3-tert. butylamino-5-hydroxymethyloxazolidine (0.05 m.) in DMF (80 ml.) is added and the solution heated at 80° C. with stirring. After 15 hours, the solution is cooled to 0°-10°, poured into H2O (600 ml.) and extracted with ether (4×100 ml.). The organic layer is ... The reactants are CC(C)(C)OC(=O)N1CCc2cc(NC(=O)C3CCC4CN3C(=O)N4OCc3ccccc3)ccc2C1, CO, CCOC(C)=O, [H][H]. Product: CC(C)(C)OC(=O)N1CCc2cc(NC(=O)C3CCC4CN3C(=O)N4O)ccc2C1. Reaction SMILES: [C:1]([CH3:2])([CH3:3])([CH3:4])[O:5][C:6](=[O:7])[N:8]1[CH2:9][c:10]2[cH:11][cH:12][c:13]([NH:18][C:19](=[O:20])[CH:21]3[N:22]4[C:23](=[O:37])[N:24]([O:29][CH2:30][c:31]5[cH:32][cH:33][cH:34][cH:35][cH:36]5)[CH:25]([CH2:26][CH2:27]3)[CH2:28]4)[cH:14][c:15]2[CH2:16][CH2:17]1.[CH3:40][OH:41].[CH3:42][CH2:43][O:44][C:45](=[O:46])[CH3:47].[H:38][H:39]>>[C:1]([CH3:2])([CH3:3])([CH3:4])[O:5][C:6](=[O:7])[N:8]1[CH2:9][c:10]2[cH:11][cH:12][c:13]([NH:18][C:19](=[O:20])[CH:21]3[N:22]4[C:23](=[O:37])[N:24]([OH:29])[CH:25]([CH2:26][CH2:27]3)[CH2:28]4)[cH:14][c:15]2[CH2:16][CH2:17]1. The reactants are CN(C)C=O, CCOC(C)=O, ClCc1ccc(Cl)cc1, [H-], [Na+], CCOC(=O)Cn1c(=O)[nH]c(=O)c2ccccc21. The product is CCOC(=O)Cn1c(=O)n(Cc2ccc(Cl)cc2)c(=O)c2ccccc21. As a reaction SMILES: [CH3:30][N:31]([CH3:32])[CH:33]=[O:34].[CH3:35][CH2:36][O:37][C:38](=[O:39])[CH3:40].[Cl:21][c:22]1[cH:23][cH:24][c:25]([CH2:26][Cl:27])[cH:28][cH:29]1.[H-:1].[Na+:2].[O:3]=[c:4]1[n:5]([CH2:15][C:16](=[O:17])[O:18][CH2:19][CH3:20])[c:6]2[cH:7][cH:8][cH:9][cH:10][c:11]2[c:12](=[O:14])[nH:13]1>>[O:3]=[c:4]1[n:5]([CH2:15][C:16](=[O:17])[O:18][CH2:19][CH3:20])[c:6]2[cH:7][cH:8][cH:9][cH:10][c:11]2[c:12](=[O:14])[n:13]1[CH2:26][c:25]1[cH:24][cH:23][c:22]([Cl:21])[cH:29][cH:28]1.